From a dataset of the Open Reaction Database (ORD), a public repository of structured organic reaction records. describe an organic reaction: reactants, conditions, products, and yield The reactants are ClC=1N=CC(=NC1)C(=O)N1CC2=C(CC1)NC(=N2)C2=NNC1=CC(=CC=C21)C2=C(C=C(C(=C2)F)O)CC ((5-chloropyrazin-2-yl)(2-(6-(2-ethyl-5-fluoro-4-hydroxyphenyl)-1H-indazol-3-yl)-6,7-dihydro-1H-imidazo[4,5-c]pyridin-5(4H)-yl)methanone), C1(CCCCC1)N (cyclohexylamine). Yields the product C1(CCCCC1)NC=1N=CC(=NC1)C(=O)N1CC2=C(CC1)NC(=N2)C2=NNC1=CC(=CC=C21)C2=C(C=C(C(=C2)F)O)CC ((5-Cyclohexylamino-pyrazin-2-yl)-{2-[6-(2-ethyl-5-fluoro-4-hydroxy-phenyl)-1H-indazol-3-yl]-1,4,6,7-tetrahydro-imidazo[4,5-c]pyridin-5-yl}-methanone). The yield is 20.6%. RXN SMILES: Cl[C:2]1[N:3]=[CH:4][C:5]([C:8]([N:10]2[CH2:15][CH2:14][C:13]3[NH:16][C:17]([C:19]4[C:27]5[C:22](=[CH:23][C:24]([C:28]6[CH:33]=[C:32]([F:34])[C:31]([OH:35])=[CH:30][C:29]=6[CH2:36][CH3:37])=[CH:25][CH:26]=5)[NH:21][N:20]=4)=[N:18][C:12]=3[CH2:11]2)=[O:9])=[N:6][CH:7]=1.[CH:38]1([NH2:44])[CH2:43][CH2:42][CH2:41][CH2:40][CH2:39]1>>[CH:38]1([NH:44][C:2]2[N:3]=[CH:4][C:5]([C:8]([N:10]3[CH2:15][CH2:14][C:13]4[NH:16][C:17]([C:19]5[C:27]6[C:22](=[CH:23][C:24]([C:28]7[CH:33]=[C:32]([F:34])[C:31]([OH:35])=[CH:30][C:29]=7[CH2:36][CH3:37])=[CH:25][CH:26]=6)[NH:21][N:20]=5)=[N:18][C:12]=4[CH2:11]3)=[O:9])=[N:6][CH:7]=2)[CH2:43][CH2:42][CH2:41][CH2:40][CH2:39]1. Procedure details: The title compound was prepared from (5-chloropyrazin-2-yl)(2-(6-(2-ethyl-5-fluoro-4-hydroxyphenyl)-1H-indazol-3-yl)-6,7-dihydro-1H-imidazo[4,5-c]pyridin-5(4H)-yl)methanone (126 mg, 243 μmol) and cyclohexylamine (48 mg, 487 μmol) using the method of Example 32. The crude material was purified by HPLC Method D to afford (29 mg, 20%) of the title compound as off-white solid.